From a dataset of the Open Reaction Database (ORD), a public repository of structured organic reaction records. describe an organic reaction: reactants, conditions, products, and yield The reactants are ClCCl, CC(C)N1CCC(N(Cc2cc(-c3ccc4c(c3)nnn4C(c3ccccc3)(c3ccccc3)c3ccccc3)ccc2F)C(=O)c2ccc(F)cc2)CC1, [Na+], [Na+], O=C([O-])[O-], O=C(O)C(F)(F)F. Product: CC(C)N1CCC(N(Cc2cc(-c3ccc4[nH]nnc4c3)ccc2F)C(=O)c2ccc(F)cc2)CC1. As a reaction SMILES: [Cl:69][CH2:70][Cl:71].[F:8][c:9]1[cH:10][cH:11][c:12]([C:13](=[O:14])[N:15]([CH:16]2[CH2:17][CH2:18][N:19]([CH:22]([CH3:23])[CH3:24])[CH2:20][CH2:21]2)[CH2:25][c:26]2[c:27]([F:60])[cH:28][cH:29][c:30](-[c:32]3[cH:33][c:34]4[c:35]([n:36]([C:39]([c:40]5[cH:41][cH:42][cH:43][cH:44][cH:45]5)([c:46]5[cH:47][cH:48][cH:49][cH:50][cH:51]5)[c:52]5[cH:53][cH:54][cH:55][cH:56][cH:57]5)[n:37][n:38]4)[cH:58][cH:59]3)[cH:31]2)[cH:61][cH:62]1.[Na+:63].[Na+:64].[O-:65][C:66](=[O:67])[O-:68].[OH:1][C:2]([C:3]([F:4])([F:5])[F:6])=[O:7]>>[F:8][c:9]1[cH:10][cH:11][c:12]([C:13](=[O:14])[N:15]([CH:16]2[CH2:17][CH2:18][N:19]([CH:22]([CH3:23])[CH3:24])[CH2:20][CH2:21]2)[CH2:25][c:26]2[c:27]([F:60])[cH:28][cH:29][c:30](-[c:32]3[cH:33][c:34]4[c:35]([nH:36][n:37][n:38]4)[cH:58][cH:59]3)[cH:31]2)[cH:61][cH:62]1.